Task: describe an organic reaction: reactants, conditions, products, and yield. Dataset: the Open Reaction Database (ORD), a public repository of structured organic reaction records Starting materials: CCO, CS(C)=O, O=C(Cl)CCl, Cl, NOc1ccccc1. Yields the product O=C(CCl)NOc1ccccc1. RXN SMILES: [CH3:15][CH2:16][OH:17].[CH3:18][S:19]([CH3:20])=[O:21].[Cl:10][CH2:11][C:12](=[O:13])[Cl:14].[ClH:1].[O:2]([c:3]1[cH:4][cH:5][cH:6][cH:7][cH:8]1)[NH2:9]>>[O:2]([c:3]1[cH:4][cH:5][cH:6][cH:7][cH:8]1)[NH:9][C:12]([CH2:11][Cl:10])=[O:13]. The reactants are [N+](=O)([O-])C1=CC=C(C=C1)Cl (4-nitrochlorobenzene), CSC1=CC=C(C=C1)O (4-(methylthio)phenol), C(=O)([O-])[O-].[K+].[K+] (K2CO3). Solvent: S1(=O)(=O)CCCC1 (sulfolane). Reaction conditions: temperature 150 celsius. Product: CSC1=CC=C(C=C1)OC1=CC=C(C=C1)[N+](=O)[O-] (1-(Methylthio)-4-(4-nitrophenoxy)benzene). The yield is 99.7%. RXN SMILES: [N+:1]([C:4]1[CH:9]=[CH:8][C:7](Cl)=[CH:6][CH:5]=1)([O-:3])=[O:2].[CH3:11][S:12][C:13]1[CH:18]=[CH:17][C:16]([OH:19])=[CH:15][CH:14]=1.C([O-])([O-])=O.[K+].[K+]>S1(CCCC1)(=O)=O>[CH3:11][S:12][C:13]1[CH:18]=[CH:17][C:16]([O:19][C:7]2[CH:8]=[CH:9][C:4]([N+:1]([O-:3])=[O:2])=[CH:5][CH:6]=2)=[CH:15][CH:14]=1 |f:2.3.4|. Procedure details: A mixture of 23.6 g (0.150 mole) of 4-nitrochlorobenzene, 23.1 g (0.165 mole) of 4-(methylthio)phenol, 22.8 g (0.165 mole) of anhydrous K2CO3 and 150 ml of sulfolane was heated at 150° C. for 6 hrs. The product was recovered (39.1 g, 99.7% yield) as described in Example 1 and recrystallized from ethanol, which gave purified 1-(methylthio)-4-(4-nitrophenoxy)benzene, mp 59°-61° C. The product is CC(C)(C)c1ccc(NC(=O)C2=CCN(c3ncccc3C(F)(F)F)CC2)cc1. Starting materials: CC(C)(C)c1ccc(N)cc1, Cc1ccccc1, CN(C)c1ccncc1, ClCCl, O=C(O)C1=CCN(c2ncccc2C(F)(F)F)CC1, CN(C)C=O, O, c1ccncc1. Reaction SMILES: [C:31]([CH3:32])([CH3:33])([CH3:34])[c:35]1[cH:36][cH:37][c:38]([NH2:39])[cH:40][cH:41]1.[CH3:45][c:46]1[cH:47][cH:48][cH:49][cH:50][cH:51]1.[CH3:52][N:53]([c:54]1[cH:55][cH:56][n:57][cH:58][cH:59]1)[CH3:60].[Cl:42][CH2:43][Cl:44].[F:1][C:2]([c:3]1[c:4]([N:9]2[CH2:10][CH2:11][C:12]([C:15](=[O:16])[OH:17])=[CH:13][CH2:14]2)[n:5][cH:6][cH:7][cH:8]1)([F:18])[F:19].[O:20]=[CH:21][N:22]([CH3:23])[CH3:24].[OH2:61].[cH:25]1[cH:26][cH:27][n:28][cH:29][cH:30]1>>[F:1][C:2]([c:3]1[c:4]([N:9]2[CH2:10][CH2:11][C:12]([C:15](=[O:17])[NH:39][c:38]3[cH:37][cH:36][c:35]([C:31]([CH3:32])([CH3:33])[CH3:34])[cH:41][cH:40]3)=[CH:13][CH2:14]2)[n:5][cH:6][cH:7][cH:8]1)([F:18])[F:19]. Starting materials: CCOC(=O)C(=O)N(Cc1ccc([N+](=O)[O-])cc1)Cc1cc(Cl)cc(Cl)c1, CCOC(C)=O, CCO, CCOC(C)=O. Product: CCOC(=O)C(=O)N(Cc1ccc(N)cc1)Cc1cc(Cl)cc(Cl)c1. Reaction SMILES: [CH2:1]([CH3:2])[O:3][C:4]([C:5](=[O:6])[N:7]([CH2:8][c:9]1[cH:10][cH:11][c:12]([N+:15]([O-:16])=[O:17])[cH:13][cH:14]1)[CH2:18][c:19]1[cH:20][c:21]([Cl:26])[cH:22][c:23]([Cl:25])[cH:24]1)=[O:27].[CH3:28][CH2:29][O:30][C:31]([CH3:32])=[O:33].[CH3:34][CH2:35][OH:36].[CH3:37][CH2:38][O:39][C:40]([CH3:41])=[O:42]>>[CH2:1]([CH3:2])[O:3][C:4]([C:5](=[O:6])[N:7]([CH2:8][c:9]1[cH:10][cH:11][c:12]([NH2:15])[cH:13][cH:14]1)[CH2:18][c:19]1[cH:20][c:21]([Cl:26])[cH:22][c:23]([Cl:25])[cH:24]1)=[O:27]. Starting materials: ClC1=C(C(=NC2=CC(=CC(=C12)F)F)C1=C(C=CC=C1)SC)C (4-chloro-5,7-difluoro-3-methyl-2-(2-(methylthio)phenyl)quinoline), OOS(=O)[O-].[K+] (Oxone), [O-2].[Al+3].[O-2].[O-2].[Al+3] (aluminum(III) oxide), OOS(=O)[O-].[K+] (Oxone), [O-2].[Al+3].[O-2].[O-2].[Al+3] (aluminum(III) oxide). Run in C(Cl)(Cl)Cl (chloroform), C(Cl)Cl (DCM). Reaction conditions: temperature 65 celsius. The product is ClC1=C(C(=NC2=CC(=CC(=C12)F)F)C1=C(C=CC=C1)S(=O)(=O)C)C (4-chloro-5,7-difluoro-3-methyl-2-(2-(methylsulfonyl)phenyl)quinoline). RXN SMILES: [Cl:1][C:2]1[C:11]2[C:6](=[CH:7][C:8]([F:13])=[CH:9][C:10]=2[F:12])[N:5]=[C:4]([C:14]2[CH:19]=[CH:18][CH:17]=[CH:16][C:15]=2[S:20][CH3:21])[C:3]=1[CH3:22].OOS([O-])=O.[K+].[O-2:29].[Al+3].[O-2:31].[O-2].[Al+3]>C(Cl)(Cl)Cl.C(Cl)Cl>[Cl:1][C:2]1[C:11]2[C:6](=[CH:7][C:8]([F:13])=[CH:9][C:10]=2[F:12])[N:5]=[C:4]([C:14]2[CH:19]=[CH:18][CH:17]=[CH:16][C:15]=2[S:20]([CH3:21])(=[O:31])=[O:29])[C:3]=1[CH3:22] |f:1.2,3.4.5.6.7|. Procedure: The 4-chloro-5,7-difluoro-3-methyl-2-(2-(methylthio)phenyl)quinoline (300 mg, 0.893 mmol) was dissolved in chloroform (8 mL) and Oxone™ (1.65 g, 2.68 mmol) and wet aluminum(III) oxide (910 mg, 8.90 mmol) was added. The heterogeneous mixture was stirred vigorously at 65° C. and refluxed for five h. Another portion of Oxone™ (1.65 g, 2.68 mmol) and aluminum(III) oxide (910 mg, 8.90 mmol) was added and the reaction was stirred vigorously overnight at 65° C. The reaction was cooled to rt and slurrie...